Task: describe an organic reaction: reactants, conditions, products, and yield. Dataset: the Open Reaction Database (ORD), a public repository of structured organic reaction records Reaction conditions: time 75 minute. The yield is 54.1%. Reported procedure: Crude 4-methyl-1-(3-nitro-5-trifluoromethyl-phenyl)-1H-imidazole (IX) (1.85 g, 6 mmol, 88 area % purity in HPLC) is dissolved in ethyl acetate (6 mL) at about 50° C. To the stirred resulting black solution is slowly added methanesulfonic acid (0.397 mL, 6 mmol) at about 50° C. At the end of the addition a bright solid starts to precipitate. The mixture is allowed to slowly cool down to room temperature and is further stirred at about 5° C. for 75 minutes. The solid formed is filtered, washed wit... Yields the product CS(=O)(=O)O.CC=1N=CN(C1)C1=CC(=CC(=C1)C(F)(F)F)[N+](=O)[O-] (4-methyl-1-(3-nitro-5-trifluoromethyl-phenyl)-1H-imidazole methanesulfonic acid salt). The solvent is C(C)(=O)OCC (ethyl acetate). The reactants are CC=1N=CN(C1)C1=CC(=CC(=C1)C(F)(F)F)[N+](=O)[O-] (4-methyl-1-(3-nitro-5-trifluoromethyl-phenyl)-1H-imidazole), CS(=O)(=O)O (methanesulfonic acid). As a reaction SMILES: [CH3:1][C:2]1[N:3]=[CH:4][N:5]([C:7]2[CH:12]=[C:11]([C:13]([F:16])([F:15])[F:14])[CH:10]=[C:9]([N+:17]([O-:19])=[O:18])[CH:8]=2)[CH:6]=1.[CH3:20][S:21]([OH:24])(=[O:23])=[O:22]>C(OCC)(=O)C>[CH3:20][S:21]([OH:24])(=[O:23])=[O:22].[CH3:1][C:2]1[N:3]=[CH:4][N:5]([C:7]2[CH:12]=[C:11]([C:13]([F:15])([F:14])[F:16])[CH:10]=[C:9]([N+:17]([O-:19])=[O:18])[CH:8]=2)[CH:6]=1 |f:3.4|.